From a dataset of the Open Reaction Database (ORD), a public repository of structured organic reaction records. describe an organic reaction: reactants, conditions, products, and yield Starting materials: N#CCc1ccc(F)c(C#N)c1, C1CCOC1, CC(C)c1cc(Cl)nnc1Cl, [H-], [Na+]. The product is CC(C)c1cc(C(C#N)c2ccc(F)c(C#N)c2)nnc1Cl. As a reaction SMILES: [C:1](#[N:2])[CH2:3][c:4]1[cH:5][cH:6][c:7]([F:12])[c:8]([C:9]#[N:10])[cH:11]1.[CH2:26]1[O:27][CH2:28][CH2:29][CH2:30]1.[Cl:13][c:14]1[n:15][n:16][c:17]([Cl:23])[cH:18][c:19]1[CH:20]([CH3:21])[CH3:22].[H-:25].[Na+:24]>>[C:1](#[N:2])[CH:3]([c:4]1[cH:5][cH:6][c:7]([F:12])[c:8]([C:9]#[N:10])[cH:11]1)[c:17]1[n:16][n:15][c:14]([Cl:13])[c:19]([CH:20]([CH3:21])[CH3:22])[cH:18]1.